Dataset: the Open Reaction Database (ORD), a public repository of structured organic reaction records. Task: describe an organic reaction: reactants, conditions, products, and yield The reactants are Cl (hydrochloric acid), resultant mixture, C(C1=CC=CC=C1)N1CCC(CC1)=O (1-Benzyl-4-piperidone), C1CCOC1 (THF), [H-].[Na+] (NaH), C1CCOC1 (THF), CI (methyl iodide), C1CCOC1 (THF). Run in C(C)(C)O (isopropanol), O (water), C(C)(=O)OCC (Ethyl acetate), C(C)(C)O (Isopropanol). Conditions: temperature -6.5 celsius, time 1 hour. Yields the product hydrochloride salt, C(C1=CC=CC=C1)N1CC(C(CC1)=O)(C)C (1-benzyl-3,3-dimethyl-4-piperidone). RXN SMILES: [CH2:1]([N:8]1[CH2:13]CC(=O)[CH2:10][CH2:9]1)[C:2]1[CH:7]=[CH:6][CH:5]=[CH:4][CH:3]=1.[H-].[Na+].[CH3:17]I.Cl.[CH2:20]1[CH2:24][O:23]C[CH2:21]1>C(O)(C)C.O.C(OCC)(=O)C>[CH2:1]([N:8]1[CH2:9][CH2:10][C:24](=[O:23])[C:20]([CH3:21])([CH3:17])[CH2:13]1)[C:2]1[CH:7]=[CH:6][CH:5]=[CH:4][CH:3]=1 |f:1.2|. Procedure: 1-Benzyl-4-piperidone (100 gm, 0.53 mol) diluted with 100 ml THF was added to a suspension of 60% NaH (42 g, 1.05 mol) in 700 ml THF at −10 to −5° C. The mixture was stirred for 1 hour and methyl iodide (150 gm, 1.06 mol) diluted in 50 ml THF was added, maintaining the temperature between −3 to −10° C. The resultant mixture was stirred. Ethyl acetate (800 ml) was added to the reaction mixture followed addition of 300 ml water. The organic layer was separated washed with 2×300 ml water and concen... Starting materials: C(C)(=O)O (Acetic acid), N1C=C(C2=CC=CC=C12)C[C@@H](C)NC[C@@H](CF)C ((S)—N—((R)-1-(1H-indol-3-yl)propan-2-yl)-3-fluoro-2-methylpropan-1-amine), FC=1C=C(C=C(C1C=O)F)/C=C/C(=O)OC ((E)-methyl 3-(3,5-difluoro-4-formylphenyl)acrylate). Run in C1(=CC=CC=C1)C (toluene). Run at temperature 95 celsius. Yields the product FC=1C=C(C=C(C1[C@H]1N([C@@H](CC2=C1NC1=CC=CC=C21)C)C[C@@H](CF)C)F)/C=C/C(=O)OC ((E)-methyl 3-(3,5-difluoro-4-((1R,3R)-2-((S)-3-fluoro-2-methylpropyl)-3-methyl-2,3,4,9-tetrahydro-1H-pyrido[3,4-b]indol-1-yl)phenyl)acrylate). Yield: 61.8%. Reaction SMILES: C(O)(=O)C.[NH:5]1[C:13]2[C:8](=[CH:9][CH:10]=[CH:11][CH:12]=2)[C:7]([CH2:14][C@H:15]([NH:17][CH2:18][C@H:19]([CH3:22])[CH2:20][F:21])[CH3:16])=[CH:6]1.[F:23][C:24]1[CH:25]=[C:26](/[CH:33]=[CH:34]/[C:35]([O:37][CH3:38])=[O:36])[CH:27]=[C:28]([F:32])[C:29]=1[CH:30]=O>C1(C)C=CC=CC=1>[F:23][C:24]1[CH:25]=[C:26](/[CH:33]=[CH:34]/[C:35]([O:37][CH3:38])=[O:36])[CH:27]=[C:28]([F:32])[C:29]=1[C@@H:30]1[C:6]2[NH:5][C:13]3[C:8]([C:7]=2[CH2:14][C@@H:15]([CH3:16])[N:17]1[CH2:18][C@H:19]([CH3:22])[CH2:20][F:21])=[CH:9][CH:10]=[CH:11][CH:12]=3. Procedure details: Acetic acid (2.0 ml) was added to a solution of (S)—N—((R)-1-(1H-indol-3-yl)propan-2-yl)-3-fluoro-2-methylpropan-1-amine (273 mg, 1.10 mmol) and (E)-methyl 3-(3,5-difluoro-4-formylphenyl)acrylate (obtained as described in Example 1, preparation of starting materials) (226 mg, 1 mmol) in toluene (8.0 ml). The reaction was warmed to 95° C. for 2.5 h. The volatiles were removed under vacuum, then the residue was passed through an SCX-2 column. The column was then eluted with 7M NH3/methanol to libe...